From a dataset of the Open Reaction Database (ORD), a public repository of structured organic reaction records. describe an organic reaction: reactants, conditions, products, and yield Reactants: BrCC1CC1, CCOc1cc(C2(C)CNC(=O)O2)ccc1OC, CN(C)C=O, [H-], [Na+], O. The product is CCOc1cc(C2(C)CN(CC3CC3)C(=O)O2)ccc1OC. RXN SMILES: [Br:21][CH2:22][CH:23]1[CH2:24][CH2:25]1.[CH3:1][C:2]1([c:8]2[cH:9][c:10]([O:16][CH2:17][CH3:18])[c:11]([O:14][CH3:15])[cH:12][cH:13]2)[CH2:3][NH:4][C:5](=[O:7])[O:6]1.[CH3:27][N:28]([CH3:29])[CH:30]=[O:31].[H-:19].[Na+:20].[OH2:26]>>[CH3:1][C:2]1([c:8]2[cH:9][c:10]([O:16][CH2:17][CH3:18])[c:11]([O:14][CH3:15])[cH:12][cH:13]2)[CH2:3][N:4]([CH2:22][CH:23]2[CH2:24][CH2:25]2)[C:5](=[O:7])[O:6]1. Reactants: BrCc1ccccc1, CN(C)c1nc2c(c(N3CCNCC3)n1)SCCC2. The product is CN(C)c1nc2c(c(N3CCN(Cc4ccccc4)CC3)n1)SCCC2. Reaction SMILES: [Br:20][CH2:21][c:22]1[cH:23][cH:24][cH:25][cH:26][cH:27]1.[CH3:1][N:2]([c:3]1[n:4][c:5]([N:13]2[CH2:14][CH2:15][NH:16][CH2:17][CH2:18]2)[c:6]2[c:7]([n:8]1)[CH2:9][CH2:10][CH2:11][S:12]2)[CH3:19]>>[CH3:1][N:2]([c:3]1[n:4][c:5]([N:13]2[CH2:14][CH2:15][N:16]([CH2:21][c:22]3[cH:23][cH:24][cH:25][cH:26][cH:27]3)[CH2:17][CH2:18]2)[c:6]2[c:7]([n:8]1)[CH2:9][CH2:10][CH2:11][S:12]2)[CH3:19]. Starting materials: C1(CC1)CCOC1=NC(=C2N=C(N(C2=N1)CC1COCC1)OC)N (2-[(2-cyclopropylethyl)oxy]-8-methoxy-9-(tetrahydro-3-furanylmethyl)-9H-purin-6-amine), Cl (HCl), [OH-].[Na+] (sodium hydroxide), O (Water). The solvent is CO (methanol), O1CCOCC1 (1,4-dioxane). Conditions: time 4 hour. The product is NC1=C2NC(N(C2=NC(=N1)OCCC1CC1)CC1COCC1)=O (6-Amino-2-[(2-cyclopropylethyl)oxy]-9-(tetrahydro-3-furanylmethyl)-7,9-dihydro-8H-purin-8-one). Yield: 77.4%. RXN SMILES: [CH:1]1([CH2:4][CH2:5][O:6][C:7]2[N:15]=[C:14]3[C:10]([N:11]=[C:12]([O:22]C)[N:13]3[CH2:16][CH:17]3[CH2:21][CH2:20][O:19][CH2:18]3)=[C:9]([NH2:24])[N:8]=2)[CH2:3][CH2:2]1.Cl.O.[OH-].[Na+]>CO.O1CCOCC1>[NH2:24][C:9]1[N:8]=[C:7]([O:6][CH2:5][CH2:4][CH:1]2[CH2:3][CH2:2]2)[N:15]=[C:14]2[C:10]=1[NH:11][C:12](=[O:22])[N:13]2[CH2:16][CH:17]1[CH2:21][CH2:20][O:19][CH2:18]1 |f:3.4|. Reported procedure: To a solution of 2-[(2-cyclopropylethyl)oxy]-8-methoxy-9-(tetrahydro-3-furanylmethyl)-9H-purin-6-amine (103.8 mg) in methanol (5 mL) was added 4N HCl in 1,4-dioxane (2 mL) and the reaction mixture was stirred at room temperature for 4 h. The reaction was evaporated under reduced pressure to give a gum. Water (3 mL) was added to give a white solid. The mixture was adjusted to pH 7 by adding 2N sodium hydroxide solution and the white solid was filtered off under suction, then washed with a few dro... Starting materials: CO (methanol), NC1=CN=C(N(C1=O)CC(=O)NC(C(C(F)(F)F)=O)C(C)C)C1=CC=CC=C1 (2-(5-Amino-6-oxo-2-phenyl-1,6-dihydro-1-pyrimidinyl)-N-(3,3,3-trifluoro-1-isopropyl-2-oxopropyl)acetamide), N1=C(C=CC=C1)CO (2-pyridylcarbinol). Run in ClCCl (dichloromethane). Yields the product O=C1C(=CN=C(N1CC(=O)NC(C(C(F)(F)F)=O)C(C)C)C1=CC=CC=C1)NC(=O)OCC1=NC=CC=C1 (2-[6-oxo-2-phenyl-5-(2-pyridylmethoxycarbonylamino)-1,6-dihydro-1-pyrimidinyl]-N-(3,3,3-trifluoro-1-isopropyl-2-oxopropyl)acetamide). Reaction SMILES: [NH2:1][C:2]1[C:7](=[O:8])[N:6]([CH2:9][C:10]([NH:12][CH:13]([CH:20]([CH3:22])[CH3:21])[C:14](=[O:19])[C:15]([F:18])([F:17])[F:16])=[O:11])[C:5]([C:23]2[CH:28]=[CH:27][CH:26]=[CH:25][CH:24]=2)=[N:4][CH:3]=1.[N:29]1[CH:34]=[CH:33][CH:32]=[CH:31][C:30]=1[CH2:35][OH:36].[CH3:37][OH:38]>ClCCl>[O:8]=[C:7]1[N:6]([CH2:9][C:10]([NH:12][CH:13]([CH:20]([CH3:22])[CH3:21])[C:14](=[O:19])[C:15]([F:16])([F:18])[F:17])=[O:11])[C:5]([C:23]2[CH:24]=[CH:25][CH:26]=[CH:27][CH:28]=2)=[N:4][CH:3]=[C:2]1[NH:1][C:37]([O:36][CH2:35][C:30]1[CH:31]=[CH:32][CH:33]=[CH:34][N:29]=1)=[O:38]. Procedure: 2-(5-Amino-6-oxo-2-phenyl-1,6-dihydro-1-pyrimidinyl)-N-(3,3,3-trifluoro-1-isopropyl-2-oxopropyl)acetamide and 2-pyridylcarbinol were subjected to a procedure similar to that described in Example 3.a. Chromatography, with methanol:dichloromethane (gradient, 3:97, 5:95) as the eluent, gave 2-[6-oxo-2-phenyl-5-(2-pyridylmethoxycarbonylamino)-1,6-dihydro-1-pyrimidinyl]-N-(3,3,3-trifluoro-1-isopropyl-2-oxopropyl)acetamide as a tan solid; 300 MHz NMR (DMSO/D2O): 8.53 (d,1), 8.43 (d,1), 7.80 (t,1), 7.4... The reactants are COC(=O)C(Cc1cc(Cl)cc(Cl)c1)NC(=O)OCc1ccccc1, C1CCOC1, [Li+], [OH-]. Yields the product O=C(NC(Cc1cc(Cl)cc(Cl)c1)C(=O)O)OCc1ccccc1. Reaction SMILES: [CH2:1]([c:2]1[cH:3][cH:4][cH:5][cH:6][cH:7]1)[O:8][C:9](=[O:10])[NH:11][CH:12]([C:13](=[O:14])[O:15][CH3:16])[CH2:17][c:18]1[cH:19][c:20]([Cl:25])[cH:21][c:22]([Cl:24])[cH:23]1.[CH2:28]1[O:29][CH2:30][CH2:31][CH2:32]1.[Li+:27].[OH-:26]>>[CH2:1]([c:2]1[cH:3][cH:4][cH:5][cH:6][cH:7]1)[O:8][C:9](=[O:10])[NH:11][CH:12]([C:13](=[O:14])[OH:15])[CH2:17][c:18]1[cH:19][c:20]([Cl:25])[cH:21][c:22]([Cl:24])[cH:23]1. Reactants: [Na] (sodium), C(C)OC(=O)CCCCCCC1C(NC(N1CCCCCCCC)=O)=O (5-(6-ethoxycarbonylhexyl)-1-octylhydantoin), C(CCC)Br (butyl bromide). Reaction SMILES: [Na].[CH2:2]([O:4][C:5]([CH2:7][CH2:8][CH2:9][CH2:10][CH2:11][CH2:12][CH:13]1[N:17]([CH2:18][CH2:19][CH2:20][CH2:21][CH2:22][CH2:23][CH2:24][CH3:25])[C:16](=[O:26])[NH:15][C:14]1=[O:27])=[O:6])[CH3:3].[CH2:28](Br)[CH2:29][CH2:30][CH3:31]>C(O)C>[CH2:28]([N:15]1[C:14](=[O:27])[CH:13]([CH2:12][CH2:11][CH2:10][CH2:9][CH2:8][CH2:7][C:5]([O:4][CH2:2][CH3:3])=[O:6])[N:17]([CH2:18][CH2:19][CH2:20][CH2:21][CH2:22][CH2:23][CH2:24][CH3:25])[C:16]1=[O:26])[CH2:29][CH2:30][CH3:31] |^1:0|. Solvent: C(C)O (ethanol). The product is C(CCC)N1C(N(C(C1=O)CCCCCCC(=O)OCC)CCCCCCCC)=O (3-butyl-5-(6-ethoxycarbonylhexyl)-1-octyl hydantoin). Procedure: To a solution of sodium (308 mg) in ethanol (40 ml) was added 5-(6-ethoxycarbonylhexyl)-1-octylhydantoin, followed by butyl bromide (1.8 g), and the solution was refluxed for 24 hours. The solvent was evaporated, water was added and the insoluble oil was extracted with ether. The washed and dried extract was evaporated to give 3-butyl-5-(6-ethoxycarbonylhexyl)-1-octyl hydantoin.